From a dataset of the Open Reaction Database (ORD), a public repository of structured organic reaction records. describe an organic reaction: reactants, conditions, products, and yield Starting materials: BrC=1C=C2NC(C=3N(C2=CC1)C(=NC3)C3CCCCC3)=O (7-Bromo-1-cyclohexylimidazo[1,5-a]quinoxalin-4(5H)-one), N1N=CC=C1 (pyrazole), C([O-])([O-])=O.[K+].[K+] (potassium carbonate), CN(C=O)C (N,N-dimethylformamide). Reagents/catalysts: [Cu](I)I (copper iodide). The solvent is O (water). Conditions: temperature 160 celsius, time 22 hour. Yields the product C1(CCCCC1)C1=NC=C2N1C1=CC=C(C=C1NC2=O)N2N=CC=C2 (1-Cyclohexyl-7-(pyrazol-1-yl)imidazo[1,5-a]quinoxalin-4(5H)-one). As a reaction SMILES: Br[C:2]1[CH:3]=[C:4]2[C:9](=[CH:10][CH:11]=1)[N:8]1[C:12]([CH:15]3[CH2:20][CH2:19][CH2:18][CH2:17][CH2:16]3)=[N:13][CH:14]=[C:7]1[C:6](=[O:21])[NH:5]2.[NH:22]1[CH:26]=[CH:25][CH:24]=[N:23]1.C(=O)([O-])[O-].[K+].[K+].CN(C)C=O>[Cu](I)I.O>[CH:15]1([C:12]2[N:8]3[C:9]4[C:4]([NH:5][C:6](=[O:21])[C:7]3=[CH:14][N:13]=2)=[CH:3][C:2]([N:22]2[CH:26]=[CH:25][CH:24]=[N:23]2)=[CH:11][CH:10]=4)[CH2:20][CH2:19][CH2:18][CH2:17][CH2:16]1 |f:2.3.4|. Reported procedure: 7-Bromo-1-cyclohexylimidazo[1,5-a]quinoxalin-4(5H)-one as synthesized in above Example 145, 200 mg, pyrazole 59 mg, potassium carbonate 120 mg, copper iodide 28 mg and N,N-dimethylformamide 4 mL were mixed and stirred for 22 hours at 160° C. The reaction liquid was poured into water, and the precipitated matter was recovered by filtration. The precipitate was mixed with 25% aqueous ammonia and methanol, and heated under stirring. The insoluble matter was recovered by filtration, washed with wate... Starting materials: C1CCNCC1, CCN(C(C)C)C(C)C, ClCCl, O=S(=O)(Cl)Cl, Cl, O=C(NOC1CCNCC1)Nc1ccc(F)cc1. The product is O=C(NOC1CCN(S(=O)(=O)N2CCCCC2)CC1)Nc1ccc(F)cc1. Reaction SMILES: [CH2:1]1[CH2:2][CH2:3][NH:4][CH2:5][CH2:6]1.[CH:31]([N:32]([CH2:33][CH3:34])[CH:35]([CH3:36])[CH3:37])([CH3:38])[CH3:39].[Cl:40][CH2:41][Cl:42].[Cl:7][S:8]([Cl:9])(=[O:10])=[O:11].[ClH:12].[F:13][c:14]1[cH:15][cH:16][c:17]([NH:20][C:21](=[O:22])[NH:23][O:24][CH:25]2[CH2:26][CH2:27][NH:28][CH2:29][CH2:30]2)[cH:18][cH:19]1>>[CH2:1]1[CH2:2][CH2:3][N:4]([S:8](=[O:10])(=[O:11])[N:28]2[CH2:27][CH2:26][CH:25]([O:24][NH:23][C:21]([NH:20][c:17]3[cH:16][cH:15][c:14]([F:13])[cH:19][cH:18]3)=[O:22])[CH2:30][CH2:29]2)[CH2:5][CH2:6]1. Starting materials: [Li]CCCC, Cc1ccccc1, CCOC(C)=O, CCCCCC, CC(C)NC(C)C, CC=O, Cl, Fc1cccc(F)n1, C1CCOC1. Yields the product CC(O)c1ccc(F)nc1F. As a reaction SMILES: [CH2:14]([Li:15])[CH2:16][CH2:17][CH3:18].[CH3:31][c:32]1[cH:33][cH:34][cH:35][cH:36][cH:37]1.[CH3:38][CH2:39][O:40][C:41](=[O:42])[CH3:43].[CH3:8][CH2:9][CH2:10][CH2:11][CH2:12][CH3:13].[CH:1]([NH:2][CH:3]([CH3:4])[CH3:5])([CH3:6])[CH3:7].[CH:27]([CH3:28])=[O:29].[ClH:30].[F:19][c:20]1[n:21][c:22]([F:26])[cH:23][cH:24][cH:25]1.[O:44]1[CH2:45][CH2:46][CH2:47][CH2:48]1>>[F:19][c:20]1[n:21][c:22]([F:26])[cH:23][cH:24][c:25]1[CH:27]([CH3:28])[OH:29].